The task is: describe an organic reaction: reactants, conditions, products, and yield. This data is from the Open Reaction Database (ORD), a public repository of structured organic reaction records. Reactants: BrC=1C(=NC2=CC=CC=C2C1)CCCCCC (3-bromo-2-hexyl-quinoline), C(C)(C)(C)[Li] (tert-butyl lithium), O1C(CCCC1=O)=O (dihydro-pyran-2,6-dione), O (water). The solvent is CCOCC (ether), CCOCC (ether). Conditions: temperature -100 celsius, time 2 hour. Product: C(CCCCC)C1=NC2=CC=CC=C2C=C1C(CCCC(=O)O)=O (5-(2-Hexyl-quinolin-3-yl)-5-oxo-pentanoic acid). RXN SMILES: Br[C:2]1[C:3]([CH2:12][CH2:13][CH2:14][CH2:15][CH2:16][CH3:17])=[N:4][C:5]2[C:10]([CH:11]=1)=[CH:9][CH:8]=[CH:7][CH:6]=2.C([Li])(C)(C)C.[O:23]1[C:28](=[O:29])[CH2:27][CH2:26][CH2:25][C:24]1=[O:30].O>CCOCC>[CH2:12]([C:3]1[C:2]([C:28](=[O:29])[CH2:27][CH2:26][CH2:25][C:24]([OH:30])=[O:23])=[CH:11][C:10]2[C:5](=[CH:6][CH:7]=[CH:8][CH:9]=2)[N:4]=1)[CH2:13][CH2:14][CH2:15][CH2:16][CH3:17]. Procedure details: To the solution of 3-bromo-2-hexyl-quinoline in ether was added tert-butyl lithium at −100° C. The reaction mixture was stirred for 2 hours at −100° C. To the reaction mixture a solution of dihydro-pyran-2,6-dione in ether was added at −100° C. and stirred for 30 minutes and was allowed to warm up to RT. The stirring was continued for 3 hours. The water was added to the reaction mixture and was stirred for 20 minutes. Solvent was evaporated under vacuum and water was added to the crude mixture. ... Reactants: Cc1nn(Cc2ccc(F)cc2)c(=O)c2c(OCc3ccccc3)c3n(c12)CCN(C)C3=O, CCO, CC#N, [H][H]. Yields the product Cc1nn(Cc2ccc(F)cc2)c(=O)c2c(O)c3n(c12)CCN(C)C3=O. As a reaction SMILES: [CH2:1]([c:2]1[cH:3][cH:4][cH:5][cH:6][cH:7]1)[O:8][c:9]1[c:10]2[n:11]([c:12]3[c:13]([CH3:27])[n:14][n:15]([CH2:19][c:20]4[cH:21][cH:22][c:23]([F:26])[cH:24][cH:25]4)[c:16](=[O:18])[c:17]13)[CH2:28][CH2:29][N:30]([CH3:33])[C:31]2=[O:32].[CH3:36][CH2:37][OH:38].[CH3:39][C:40]#[N:41].[H:34][H:35]>>[OH:8][c:9]1[c:10]2[n:11]([c:12]3[c:13]([CH3:27])[n:14][n:15]([CH2:19][c:20]4[cH:21][cH:22][c:23]([F:26])[cH:24][cH:25]4)[c:16](=[O:18])[c:17]13)[CH2:28][CH2:29][N:30]([CH3:33])[C:31]2=[O:32]. Reactants: ClC1=CC=C(CN2C(C(=CC(=C2)C2=CC=C(C=C2)OC)C(=O)OC)=O)C=C1 (methyl 1-(4-chlorobenzyl)-5-(4-methoxyphenyl)-2-oxo-1,2-dihydropyridine-3-carboxylate), CC(C)C[AlH]CC(C)C (DIBAL). Run in CCOCC (Et2O). Conditions: temperature 0 celsius, time 1 hour. The product is ClC1=CC=C(CN2C(C(=CC(=C2)C2=CC=C(C=C2)OC)CO)=O)C=C1 (1-(4-Chlorobenzyl)-3-(hydroxymethyl)-5-(4-methoxyphenyl)pyridin-2(1H)-one). The yield is 7.7%. As a reaction SMILES: [Cl:1][C:2]1[CH:27]=[CH:26][C:5]([CH2:6][N:7]2[CH:12]=[C:11]([C:13]3[CH:18]=[CH:17][C:16]([O:19][CH3:20])=[CH:15][CH:14]=3)[CH:10]=[C:9]([C:21](OC)=[O:22])[C:8]2=[O:25])=[CH:4][CH:3]=1.CC(C[AlH]CC(C)C)C>CCOCC>[Cl:1][C:2]1[CH:3]=[CH:4][C:5]([CH2:6][N:7]2[CH:12]=[C:11]([C:13]3[CH:18]=[CH:17][C:16]([O:19][CH3:20])=[CH:15][CH:14]=3)[CH:10]=[C:9]([CH2:21][OH:22])[C:8]2=[O:25])=[CH:26][CH:27]=1. Procedure: According to Scheme 18: To a solution of methyl 1-(4-chlorobenzyl)-5-(4-methoxyphenyl)-2-oxo-1,2-dihydropyridine-3-carboxylate (1 eq, 0.52 mmol, 0.20 g) in Et2O (7 mL) at −78° C. was added DIBAL (3 eq, 1.60 mmol, 1.11 g). The reaction was stirred at −78° C. for 30 minutes and 0° C. for 1 hour. The reaction was then allowed to warm to room temperature and quenched with saturated aqueous NH4Cl solution. The aqueous phase was extracted 3 times with AcOEt and the combined organic fractions were wash... The reactants are C1CCOC1 (THF), [OH-].[Na+] (NaOH), COC(C1=CC(=CC=C1)C=1C=C2C(CC3(CCN(CC3)C(=O)C3=CC(=C4C=CN=C(C4=C3)C3CC3)OC)OC2=CC1)=O)=O (3-{1′-[(1-Cyclopropyl-5-methoxy-isoquinolin-7-yl)carbonyl]-4-oxospiro[chroman-2,4′-piperidin]-6-yl}benzoic acid methyl ester). Run in C(Cl)(Cl)Cl (CHCl3), CO (MeOH), Cl (HCl), CO (MeOH). Conditions: time 3 day. Yields the product C1(CC1)C1=NC=CC2=C(C=C(C=C12)C(=O)N1CCC2(CC1)OC1=CC=C(C=C1C(C2)=O)C=2C=C(C(=O)O)C=CC2)OC (3-{1′-[(1-cyclopropyl-5-methoxyisoquinolin-7-yl)carbonyl]-4-oxospiro[chroman-2,4′-piperidin]-6-yl}benzoic acid). RXN SMILES: C[O:2][C:3](=[O:43])[C:4]1[CH:9]=[CH:8][CH:7]=[C:6]([C:10]2[CH:11]=[C:12]3[C:39](=[CH:40][CH:41]=2)[O:38][C:15]2([CH2:20][CH2:19][N:18]([C:21]([C:23]4[CH:32]=[C:31]5[C:26]([CH:27]=[CH:28][N:29]=[C:30]5[CH:33]5[CH2:35][CH2:34]5)=[C:25]([O:36][CH3:37])[CH:24]=4)=[O:22])[CH2:17][CH2:16]2)[CH2:14][C:13]3=[O:42])[CH:5]=1.C1COCC1.[OH-].[Na+]>CO.C(Cl)(Cl)Cl.Cl>[CH:33]1([C:30]2[C:31]3[C:26](=[C:25]([O:36][CH3:37])[CH:24]=[C:23]([C:21]([N:18]4[CH2:19][CH2:20][C:15]5([CH2:14][C:13](=[O:42])[C:12]6[C:39](=[CH:40][CH:41]=[C:10]([C:6]7[CH:5]=[C:4]([CH:9]=[CH:8][CH:7]=7)[C:3]([OH:43])=[O:2])[CH:11]=6)[O:38]5)[CH2:16][CH2:17]4)=[O:22])[CH:32]=3)[CH:27]=[CH:28][N:29]=2)[CH2:35][CH2:34]1 |f:2.3|. Procedure details: 3-{1′-[(1-Cyclopropyl-5-methoxy-isoquinolin-7-yl)carbonyl]-4-oxospiro[chroman-2,4′-piperidin]-6-yl}benzoic acid methyl ester (2.00 g, 3.47 mmol) was dissolved in MeOH (20 mL), THF (10 mL) and 1N NaOH aq. (6 mL) was added thereto. After stirred at room temperature for 3 days, the reaction mixture was diluted with CHCl3, MeOH and 1N HCl aq. (6 mL). The aqueous layer was extracted with CHCl3 and the combined organic layer was dried over MgSO4. The desiccant was removed through filtration and the fi... Reactants: ClCC=1N=C2N(C(C1)=O)C(=CS2)C=2C=NC=CC2 (7-chloromethyl-3-(3-pyridyl)-5H-thiazolo[3,2-a]pyrimidine-5-one), C1(=CC=CC=C1)P(C1=CC=CC=C1)C1=CC=CC=C1 (triphenylphosphine). Solvent: C(C)#N (acetonitrile). Reaction conditions: time 40 hour. Yields the product [Cl-].N1=CC(=CC=C1)C1=CSC=2N1C(C=C(N2)C[P+](C2=CC=CC=C2)(C2=CC=CC=C2)C2=CC=CC=C2)=O ([3-(3-pyridyl)-5H-thiazolo[3,2-a]pyrimidine-5-one-7-yl]methyl-triphenylphosphonium chloride). Reaction SMILES: [Cl:1][CH2:2][C:3]1[N:4]=[C:5]2[S:12][CH:11]=[C:10]([C:13]3[CH:14]=[N:15][CH:16]=[CH:17][CH:18]=3)[N:6]2[C:7](=[O:9])[CH:8]=1.[C:19]1([P:25]([C:32]2[CH:37]=[CH:36][CH:35]=[CH:34][CH:33]=2)[C:26]2[CH:31]=[CH:30][CH:29]=[CH:28][CH:27]=2)[CH:24]=[CH:23][CH:22]=[CH:21][CH:20]=1>C(#N)C>[Cl-:1].[N:15]1[CH:16]=[CH:17][CH:18]=[C:13]([C:10]2[N:6]3[C:7](=[O:9])[CH:8]=[C:3]([CH2:2][P+:25]([C:26]4[CH:27]=[CH:28][CH:29]=[CH:30][CH:31]=4)([C:32]4[CH:37]=[CH:36][CH:35]=[CH:34][CH:33]=4)[C:19]4[CH:20]=[CH:21][CH:22]=[CH:23][CH:24]=4)[N:4]=[C:5]3[S:12][CH:11]=2)[CH:14]=1 |f:3.4|. Procedure: 7-chloromethyl-3-(3-pyridyl)-5H-thiazolo[3,2-a]pyrimidine-5-one, m.p. 280°-290° C. dec. (5.30 g), prepared according to Example 6, was reacted with triphenylphosphine (5 g) in acetonitrile (500 ml) under stirring at the reflux temperature for 40 hours. After cooling the solution was concentrated in vacuo to a small volume, diluted with isopropyl ether and the precipitate was filtered to give 8 g of [3-(3-pyridyl)-5H-thiazolo[3,2-a]pyrimidine-5-one-7-yl]methyl-triphenylphosphonium chloride, which... The reactants are C(Cl)Cl (methylene chloride), 0, CN1C(=NC=C1C1=CC=CC=C1)SCC(C)=O (1-methyl-5-phenyl-2[(2-oxopropyl)thio]imidazole), FC(S(=O)(=O)OC)(F)F (methyl trifluoromethanesulfonate). The solvent is C(C)(=O)OCC (ethyl acetate). Reaction conditions: time 8 hour. The product is [Cl-].C[NH+]1C(N(C(=C1)C1=CC=CC=C1)C)SCC(C)=O (1,3 Dimethyl-4-phenyl-2[(2-oxopropyl)thio]-1H-imidazolium chloride). Reaction SMILES: [CH3:1][N:2]1[C:6]([C:7]2[CH:12]=[CH:11][CH:10]=[CH:9][CH:8]=2)=[CH:5][N:4]=[C:3]1[S:13][CH2:14][C:15](=[O:17])[CH3:16].F[C:19](F)(F)S(OC)(=O)=O.C(Cl)[Cl:28]>C(OCC)(=O)C>[Cl-:28].[CH3:19][NH+:4]1[CH:5]=[C:6]([C:7]2[CH:12]=[CH:11][CH:10]=[CH:9][CH:8]=2)[N:2]([CH3:1])[CH:3]1[S:13][CH2:14][C:15](=[O:17])[CH3:16] |f:4.5|. Procedure details: To a solution of 0 25 gram (0.001 mol) of the 1-methyl-5-phenyl-2[(2-oxopropyl)thio]imidazole, prepared as above described, in 10 mL of methylene chloride was added 0.164 g (0.001 mol) of methyl trifluoromethanesulfonate, and the solution was stirred overnight at room temperature. The solvent was evaporated and the residue was converted to the chloride ion form by dissolving in 20% methanol/water and passing through Dowex-1 (Cl-)ion exchange column. The column was eluted with 20 percent methanol...